From a dataset of the Open Reaction Database (ORD), a public repository of structured organic reaction records. describe an organic reaction: reactants, conditions, products, and yield The reactants are C(C(=O)O)(=O)O (oxalic acid), C(C(O)C(O)C(=O)O)(=O)O (tartaric acid). Product: C(C(=O)[O-])(=O)[O-] (oxalate), C(C(O)C(O)C(=O)[O-])(=O)[O-] (tartarate). As a reaction SMILES: [C:1]([OH:6])(=[O:5])[C:2]([OH:4])=[O:3].[C:7]([OH:16])(=[O:15])[CH:8]([CH:10]([C:12]([OH:14])=[O:13])[OH:11])[OH:9]>>[C:1]([O-:6])(=[O:5])[C:2]([O-:4])=[O:3].[C:7]([O-:16])(=[O:15])[CH:8]([CH:10]([C:12]([O-:14])=[O:13])[OH:11])[OH:9]. Reported procedure: When the alcoholic solution saturated with oxalic acid or tartaric acid was added to the ethereal solution of the above-mentioned syrupy residue with cooling, there was obtained oxalate(mp. 222° C.) or tartarate (mp. 246° C.), respectively. Starting materials: C=CCCCCCCBr, CC(C)=O, [I-], [Na+]. Yields the product C=CCCCCCCI. As a reaction SMILES: [Br:1][CH2:2][CH2:3][CH2:4][CH2:5][CH2:6][CH2:7][CH:8]=[CH2:9].[CH3:12][C:13](=[O:14])[CH3:15].[I-:11].[Na+:10]>>[CH2:2]([CH2:3][CH2:4][CH2:5][CH2:6][CH2:7][CH:8]=[CH2:9])[I:11]. The reactants are C(C)OC(=O)CCCN1N=C(C=CC1=O)C=1C(=NN2C1C=CC=C2)C2=CC=CC=C2 (3-[2-(3-ethoxycarbonylpropyl)-3-oxo-2,3-dihydropyridazin-6-yl]-2-phenylpyrazolo[1,5-a]pyridine), [OH-].[Na+] (sodium hydroxide). Solvent: O (water), CO (methanol). The product is C(=O)(O)CCCN1N=C(C=CC1=O)C=1C(=NN2C1C=CC=C2)C2=CC=CC=C2 (3-[2-(3-carboxypropyl)-3-oxo-2,3-dihydropyridazin-6-yl]-2-phenylpyrazolo[1,5-a]pyridine). The yield is 74.4%. Reaction SMILES: C([O:3][C:4]([CH2:6][CH2:7][CH2:8][N:9]1[C:14](=[O:15])[CH:13]=[CH:12][C:11]([C:16]2[C:17]([C:25]3[CH:30]=[CH:29][CH:28]=[CH:27][CH:26]=3)=[N:18][N:19]3[CH:24]=[CH:23][CH:22]=[CH:21][C:20]=23)=[N:10]1)=[O:5])C.[OH-].[Na+]>O.CO>[C:4]([CH2:6][CH2:7][CH2:8][N:9]1[C:14](=[O:15])[CH:13]=[CH:12][C:11]([C:16]2[C:17]([C:25]3[CH:30]=[CH:29][CH:28]=[CH:27][CH:26]=3)=[N:18][N:19]3[CH:24]=[CH:23][CH:22]=[CH:21][C:20]=23)=[N:10]1)([OH:5])=[O:3] |f:1.2|. Reported procedure: A mixture of 3-[2-(3-ethoxycarbonylpropyl)-3-oxo-2,3-dihydropyridazin-6-yl]-2-phenylpyrazolo[1,5-a]pyridine (13.7 g) and sodium hydroxide (2.73 g) in a mixture of water (8.6 ml) and methanol (96 ml) was refluxed for 2 hours and then the solvent was evaporated in vacuo. The residue was dissolved in water, and the aqueous solution was acidified with hydrochloric acid, and extracted with chloroform. The extract was dried over magnesium sulfate and the solvent was evaporated in vacuo. The residue wa... Reactants: O=C1CCC(=O)N1Br, O=C(OOC(=O)c1ccccc1)c1ccccc1, ClC(Cl)(Cl)Cl, Cc1cccc(Cl)c1[N+](=O)[O-]. Yields the product O=[N+]([O-])c1c(Cl)cccc1CBr. RXN SMILES: [Br:1][N:2]1[C:3](=[O:4])[CH2:5][CH2:6][C:7]1=[O:8].[C:20]([O:21][O:22][C:23](=[O:24])[c:25]1[cH:26][cH:27][cH:28][cH:29][cH:30]1)(=[O:31])[c:32]1[cH:33][cH:34][cH:35][cH:36][cH:37]1.[C:38]([Cl:39])([Cl:40])([Cl:41])[Cl:42].[CH3:9][c:10]1[cH:11][cH:12][cH:13][c:14]([Cl:19])[c:15]1[N+:16](=[O:17])[O-:18]>>[Br:1][CH2:9][c:10]1[cH:11][cH:12][cH:13][c:14]([Cl:19])[c:15]1[N+:16](=[O:17])[O-:18]. The reactants are C1CCNC1, CO, O=Cc1ccccc1, O=c1ccoc2cc(OS(=O)(=O)C(F)(F)F)ccc12. The product is O=c1c(Cc2ccccc2)coc2cc(OS(=O)(=O)C(F)(F)F)ccc12. RXN SMILES: [CH2:28]1[CH2:29][NH:30][CH2:31][CH2:32]1.[CH3:33][OH:34].[CH:20](=[O:21])[c:22]1[cH:23][cH:24][cH:25][cH:26][cH:27]1.[F:1][C:2]([S:3](=[O:4])(=[O:5])[O:6][c:7]1[cH:8][c:9]2[c:10]([c:11](=[O:15])[cH:12][cH:13][o:14]2)[cH:16][cH:17]1)([F:18])[F:19]>>[F:1][C:2]([S:3](=[O:4])(=[O:5])[O:6][c:7]1[cH:8][c:9]2[c:10]([c:11](=[O:15])[c:12]([CH2:20][c:22]3[cH:23][cH:24][cH:25][cH:26][cH:27]3)[cH:13][o:14]2)[cH:16][cH:17]1)([F:18])[F:19]. Reactants: CC(=O)O, [O-]Cl, FC(F)(F)c1cc[nH]n1, [Na+], [Na+], [Na+], O=C([O-])[O-], O. Yields the product FC(F)(F)c1n[nH]cc1Cl. RXN SMILES: [CH3:20][C:21](=[O:22])[OH:23].[Cl:10][O-:11].[F:1][C:2]([c:3]1[n:4][nH:5][cH:6][cH:7]1)([F:8])[F:9].[Na+:12].[Na+:14].[Na+:15].[O-:16][C:17](=[O:18])[O-:19].[OH2:13]>>[F:1][C:2]([c:3]1[n:4][nH:5][cH:6][c:7]1[Cl:10])([F:8])[F:9].